From a dataset of the Open Reaction Database (ORD), a public repository of structured organic reaction records. describe an organic reaction: reactants, conditions, products, and yield Reactants: C(C)(C)(C)OC(=O)N1[C@H](C(=O)N2[C@@H](CCC2)C(COCC2=CC=CC=C2)O)CCC1 ((2S)-1-[N-(tert-butoxycarbonyl)-L-prolyl]-2-(2-benzyloxy-1-hydroxyethyl)pyrrolidine), C(C1=CC=CC=C1)N=C=O (benzyl isocyanate). The product is C(C1=CC=CC=C1)NC(=O)N1[C@H](C(=O)N2[C@@H](CCC2)C(COCC2=CC=CC=C2)O)CCC1 ((2S)-1-[N-(Benzylaminocarbonyl)-L-prolyl]-2-(2-benzyloxy-1-hydroxyethyl)pyrrolidine). As a reaction SMILES: C(OC([N:8]1[CH2:30][CH2:29][CH2:28][C@H:9]1[C:10]([N:12]1[CH2:16][CH2:15][CH2:14][C@H:13]1[CH:17]([OH:27])[CH2:18][O:19][CH2:20][C:21]1[CH:26]=[CH:25][CH:24]=[CH:23][CH:22]=1)=[O:11])=O)(C)(C)C.[CH2:31]([N:38]=[C:39]=[O:40])[C:32]1[CH:37]=[CH:36][CH:35]=[CH:34][CH:33]=1>>[CH2:31]([NH:38][C:39]([N:8]1[CH2:30][CH2:29][CH2:28][C@H:9]1[C:10]([N:12]1[CH2:16][CH2:15][CH2:14][C@H:13]1[CH:17]([OH:27])[CH2:18][O:19][CH2:20][C:21]1[CH:26]=[CH:25][CH:24]=[CH:23][CH:22]=1)=[O:11])=[O:40])[C:32]1[CH:37]=[CH:36][CH:35]=[CH:34][CH:33]=1. Reported procedure: By the same procedure as in Example 21-C), while using (2S)-1-[N-(tert-butoxycarbonyl)-L-prolyl]-2-(2-benzyloxy-1-hydroxyethyl)pyrrolidine (274 mg) and benzyl isocyanate (89 μl), there was obtained 243 mg of the title compound. As a reaction SMILES: [CH3:38][CH2:39][OH:40].[Na+:36].[Na+:37].[OH2:41].[S:32](=[O:33])([O-:34])[O-:35].[c:1]1(-[c:7]2[n:8]([CH2:24][CH2:25][CH2:26][CH2:27][CH2:28][CH2:29][CH2:30][Br:31])[c:9](-[c:18]3[cH:19][cH:20][cH:21][cH:22][cH:23]3)[c:10](-[c:12]3[cH:13][cH:14][cH:15][cH:16][cH:17]3)[n:11]2)[cH:2][cH:3][cH:4][cH:5][cH:6]1>>[Na+:36].[c:1]1(-[c:7]2[n:8]([CH2:24][CH2:25][CH2:26][CH2:27][CH2:28][CH2:29][CH2:30][S:32](=[O:33])(=[O:34])[O-:35])[c:9](-[c:18]3[cH:19][cH:20][cH:21][cH:22][cH:23]3)[c:10](-[c:12]3[cH:13][cH:14][cH:15][cH:16][cH:17]3)[n:11]2)[cH:2][cH:3][cH:4][cH:5][cH:6]1. Starting materials: CCO, [Na+], [Na+], O, O=S([O-])[O-], BrCCCCCCCn1c(-c2ccccc2)nc(-c2ccccc2)c1-c1ccccc1. Product: [Na+], O=S(=O)([O-])CCCCCCCn1c(-c2ccccc2)nc(-c2ccccc2)c1-c1ccccc1.